Dataset: the Open Reaction Database (ORD), a public repository of structured organic reaction records. Task: describe an organic reaction: reactants, conditions, products, and yield The reactants are CC1=CC(=NC2=C(C3=C(C=C12)C(C=C(O3)C(=O)OCC)=O)CCC)C(=O)OCC (diethyl 6-methyl-4-oxo-10-propyl-4H-pyrano[3,2-g]quinoline-2,8-dicarboxylate), [Se](=O)=O (selenium dioxide). Run in C(C)(=O)O (acetic acid). Reaction conditions: time 2 hour. Product: C(=O)C1=CC(=NC2=C(C3=C(C=C12)C(C=C(O3)C(=O)OCC)=O)CCC)C(=O)OCC (Diethyl 6-formyl-4-oxo-10-propyl-4H-pyrano[3,2-g]quinoline-2,8-dicarboxylate). The yield is 70.9%. Reaction SMILES: [CH3:1][C:2]1[C:11]2[C:6](=[C:7]([CH2:22][CH2:23][CH3:24])[C:8]3[O:15][C:14]([C:16]([O:18][CH2:19][CH3:20])=[O:17])=[CH:13][C:12](=[O:21])[C:9]=3[CH:10]=2)[N:5]=[C:4]([C:25]([O:27][CH2:28][CH3:29])=[O:26])[CH:3]=1.[Se](=O)=[O:31]>C(O)(=O)C>[CH:1]([C:2]1[C:11]2[C:6](=[C:7]([CH2:22][CH2:23][CH3:24])[C:8]3[O:15][C:14]([C:16]([O:18][CH2:19][CH3:20])=[O:17])=[CH:13][C:12](=[O:21])[C:9]=3[CH:10]=2)[N:5]=[C:4]([C:25]([O:27][CH2:28][CH3:29])=[O:26])[CH:3]=1)=[O:31]. Procedure details: A mixture of diethyl 6-methyl-4-oxo-10-propyl-4H-pyrano[3,2-g]quinoline-2,8-dicarboxylate (19 g), selenium dioxide (20.99 g), and glacial acetic acid (950 ml) was heated on a steam bath with stirring for 2 hours. The resulting suspension was cooled, filtered and poured into brine (8 l). The resulting precipitate was filtered off and the crude product dissolved in CH2Cl2, filtered and evaporated to dryness to give 20.5 g of the crude product (20.5 g). This product was chromatographed using 25:1 C... The reactants are BrCC1OC(OC1C)=O (4-bromomethyl-5-methyl-1,3-dioxolan-2-one), NC=1SC=C(N1)/C(/C(=O)N[C@H]1[C@@H]2N(C(=C(CS2)\C=C/C=2C=NC=NC2)C(=O)[O-])C1=O)=N/O.[Na+] (Sodium 7β-[(Z)-2-(2-aminothiazol-4-yl)-2-(hydroxyimino)acetamido]-3-[(Z)-2 (pyrimidin-5-yl)vinyl]-3-cephem-4-carboxylate), C(C)(=O)OCC (Ethyl acetate). Run in CN(C(C)=O)C (N,N-dimethylacetamide). Product: NC=1SC=C(N1)/C(/C(=O)N[C@H]1[C@@H]2N(C(=C(CS2)\C=C/C=2C=NC=NC2)C(=O)OCC2OC(OC2C)=O)C1=O)=N/O ((5-Methyl-2-oxo-1,3-dioxolan-4-yl)methyl 7β-[(Z)-2-(2-aminothiazol-4-yl)-2-(hydroxyimino)acetamido]-3-[(Z)-2-(pyrimidin-5-yl)vinyl]-3-cephem-4-carboxylate). Reaction SMILES: [NH2:1][C:2]1[S:3][CH:4]=[C:5](/[C:7](=[N:31]/[OH:32])/[C:8]([NH:10][C@@H:11]2[C:29](=[O:30])[N:13]3[C:14]([C:26]([O-:28])=[O:27])=[C:15](/[CH:18]=[CH:19]\[C:20]4[CH:21]=[N:22][CH:23]=[N:24][CH:25]=4)[CH2:16][S:17][C@H:12]23)=[O:9])[N:6]=1.[Na+].Br[CH2:35][CH:36]1[CH:40]([CH3:41])[O:39][C:38](=[O:42])[O:37]1.C(OCC)(=O)C>CN(C)C(=O)C>[NH2:1][C:2]1[S:3][CH:4]=[C:5](/[C:7](=[N:31]/[OH:32])/[C:8]([NH:10][C@@H:11]2[C:29](=[O:30])[N:13]3[C:14]([C:26]([O:28][CH2:35][CH:36]4[CH:40]([CH3:41])[O:39][C:38](=[O:42])[O:37]4)=[O:27])=[C:15](/[CH:18]=[CH:19]\[C:20]4[CH:25]=[N:24][CH:23]=[N:22][CH:21]=4)[CH2:16][S:17][C@H:12]23)=[O:9])[N:6]=1 |f:0.1|. Reported procedure: The compound (100 mg) of Example 16 was dissolved in N,N-dimethylacetamide (2 ml), followed by the addition of 4-bromomethyl-5-methyl-1,3-dioxolan-2-one (50 mg). They were reacted for 1 hour. Ethyl acetate (50 ml) was added. The resulting mixture was washed with water, dried over magnesium sulfate, and then concentrated under reduced pressure. Ether was added to the residue and the resulting solid was collected by filtration, whereby the title compound (15 mg) was obtained. Starting materials: CC[O-], CCO, CCOC=O, Cl, [Na+], CC(=O)c1ccc(C(=O)Nc2cccc(C(=O)c3ccc4c(c3)NC(=O)C4)c2)s1. Yields the product CC(=O)c1ccc(C(=O)Nc2cccc(C(=O)c3ccc4c(c3)NC(=O)C4=CO)c2)s1. As a reaction SMILES: [CH3:36][CH2:37][O-:38].[CH3:40][CH2:41][OH:42].[CH:30](=[O:31])[O:32][CH2:33][CH3:34].[ClH:39].[Na+:35].[O:1]=[C:2]1[NH:3][c:4]2[cH:5][c:6]([C:11](=[O:12])[c:13]3[cH:14][c:15]([NH:19][C:20](=[O:21])[c:22]4[s:23][c:24]([C:27]([CH3:28])=[O:29])[cH:25][cH:26]4)[cH:16][cH:17][cH:18]3)[cH:7][cH:8][c:9]2[CH2:10]1>>[O:1]=[C:2]1[NH:3][c:4]2[cH:5][c:6]([C:11](=[O:12])[c:13]3[cH:14][c:15]([NH:19][C:20](=[O:21])[c:22]4[s:23][c:24]([C:27]([CH3:28])=[O:29])[cH:25][cH:26]4)[cH:16][cH:17][cH:18]3)[cH:7][cH:8][c:9]2[C:10]1=[CH:30][OH:31]. The reactants are CC1=CC=C(CN2CCN(CC2)CC(=O)OCC)C=C1 (Ethyl 2-(4-(4-methylbenzyl)piperazin-1-yl)acetate), NN (hydrazine). Procedure: Synthesized according to General Procedure C: 6{13} (7.66 g, 27.7 mmol, 1 equiv.), anhydrous hydrazine (2.6 mL, 83.2 mmol, 3 equiv.), ethanol (55.4 mL). Purification by silica gel column chromatography (4:1 EtOAc:MeOH) afforded 1{13} (6.10 g, 84%) as a beige solid. 1H-NMR (500 MHz, CDCl3): δ 8.14 (br s, 1H), 7.18 (d, 2H, J=8.0 Hz), 7.12 (d, 2H, J=8.0 Hz), 3.84 (br s, 2H), 3.46 (s, 2H), 3.06 (s, 2H), 2.52 (br s, 4H), 2.45 (br s, 4H), 2.33 (s, 3H). 13C-NMR (125 MHz, CDCl3): δ 170.5, 136.7, 134.6, ... As a reaction SMILES: [CH3:1][C:2]1[CH:20]=[CH:19][C:5]([CH2:6][N:7]2[CH2:12][CH2:11][N:10]([CH2:13][C:14](OCC)=[O:15])[CH2:9][CH2:8]2)=[CH:4][CH:3]=1.[NH2:21][NH2:22]>C(O)C>[CH3:1][C:2]1[CH:20]=[CH:19][C:5]([CH2:6][N:7]2[CH2:12][CH2:11][N:10]([CH2:13][C:14]([NH:21][NH2:22])=[O:15])[CH2:9][CH2:8]2)=[CH:4][CH:3]=1. Product: CC1=CC=C(CN2CCN(CC2)CC(=O)NN)C=C1 (2-(4-(4-methylbenzyl)piperazin-1-yl)acetohydrazide). The solvent is C(C)O (ethanol). The reactants are C(N)(=O)[C@H]1N(CC[C@@H](C1)OC=1C=C2C(=NC=NC2=CC1OC)NC1=C(C(=C(C=C1)F)Cl)F)C(=O)OC(C)(C)C ((2S,4S)-tert-butyl 2-carbamoyl-4-(4-(3-chloro-2,4-difluorophenylamino)-7-methoxyquinazolin-6-yloxy)piperidin-1-carboxylate), ClC=1C(=C(C=CC1F)NC1=NC=NC2=CC(=C(C=C12)OC1CN(C1)C(=O)OCCCC)O)F (butyl 3-(4-(3-chloro-2,4-difluorophenylamino)-7-hydroxyquinazolin-6-yloxy)azetidin-1-carboxylate). The product is ClC=1C(=C(C=CC1F)NC1=NC=NC2=CC(=C(C=C12)O[C@@H]1C[C@H](NCC1)C(=O)N)OC)F ((2S,4S)-4-(4-(3-chloro-2,4-difluorophenylamino)-7-methoxyquinazolin-6-yloxy)piperidin-2-carboxamide). Isolated yield 71.0%. RXN SMILES: [C:1]([C@@H:4]1[CH2:9][C@@H:8]([O:10][C:11]2[CH:12]=[C:13]3[C:18](=[CH:19][C:20]=2[O:21][CH3:22])[N:17]=[CH:16][N:15]=[C:14]3[NH:23][C:24]2[CH:29]=[CH:28][C:27]([F:30])=[C:26]([Cl:31])[C:25]=2[F:32])[CH2:7][CH2:6][N:5]1C(OC(C)(C)C)=O)(=[O:3])[NH2:2].ClC1C(F)=C(NC2C3C(=CC(O)=C(OC4CN(C(OCCCC)=O)C4)C=3)N=CN=2)C=CC=1F>>[Cl:31][C:26]1[C:25]([F:32])=[C:24]([NH:23][C:14]2[C:13]3[C:18](=[CH:19][C:20]([O:21][CH3:22])=[C:11]([O:10][C@H:8]4[CH2:7][CH2:6][NH:5][C@H:4]([C:1]([NH2:2])=[O:3])[CH2:9]4)[CH:12]=3)[N:17]=[CH:16][N:15]=2)[CH:29]=[CH:28][C:27]=1[F:30]. Reported procedure: The procedure of step 2) of Example 115 was repeated except for using the compound obtained in step 3) instead of tent-butyl 3-(4-(3-chloro-2,4-difluorophenylamino)-7-hydroxyquinazolin-6-yloxy)azetidin-1-carboxylate to obtain the title compound (580 mg, 71%). Reactants: O (Water), ClC1=C(C=CC(=C1Cl)C=O)O (2,3-dichloro-4-formylphenol), BrCCCC(=O)OCC (ethyl 4-bromobutyrate), C([O-])([O-])=O.[K+].[K+] (potassium carbonate). Run in CN(C=O)C (dimethylformamide). Product: ClC1=C(OCCCC(=O)O)C=CC(=C1Cl)C=O (4-(2,3-dichloro-4-formylphenoxy)butyric acid). RXN SMILES: [Cl:1][C:2]1[C:7]([Cl:8])=[C:6]([CH:9]=[O:10])[CH:5]=[CH:4][C:3]=1[OH:11].Br[CH2:13][CH2:14][CH2:15][C:16]([O:18]CC)=[O:17].C(=O)([O-])[O-].[K+].[K+].O>CN(C)C=O>[Cl:1][C:2]1[C:7]([Cl:8])=[C:6]([CH:9]=[O:10])[CH:5]=[CH:4][C:3]=1[O:11][CH2:13][CH2:14][CH2:15][C:16]([OH:18])=[O:17] |f:2.3.4|. Procedure details: A mixture of 2,3-dichloro-4-formylphenol (5.73 g., 0.03 mole), ethyl 4-bromobutyrate (11.7 g., 0.06 mole) and potassium carbonate (8.28 g., 0.06 mole) in dimethylformamide (25 ml.) is heated at 50°-60° C. for 11/2 hours. Water (50 ml.) is added and the mixture is extracted with ether. The ether extract is dried and evaporated. To the residue is added a solution composed of 48 ml. of 40% sodium bisulfite and 12 ml. of alcohol. The precipitated 4isulfite addition compound then is washed with alcoh... The reactants are Cl.ClC(CN1C=NC=C1)CCC1=CC=C(C=C1)OC (1-[2-chloro-4-(4-methoxyphenyl)-n-butyl]imidazole hydrochloride), ClC1=C(C=CC=C1)S (2-chlorothiophenol), C([O-])([O-])=O.[K+].[K+] (potassium carbonate). Run in CC(=O)C (acetone). Reaction conditions: time 8 hour. The product is ClC1=C(C=CC=C1)SC(CN1C=NC=C1)CCC1=CC=C(C=C1)OC (1-[2-(2-chlorophenylthio)-4-(4-methoxyphenyl)-n-butyl]imidazole). Reaction SMILES: Cl.Cl[CH:3]([CH2:10][CH2:11][C:12]1[CH:17]=[CH:16][C:15]([O:18][CH3:19])=[CH:14][CH:13]=1)[CH2:4][N:5]1[CH:9]=[CH:8][N:7]=[CH:6]1.[Cl:20][C:21]1[CH:26]=[CH:25][CH:24]=[CH:23][C:22]=1[SH:27].C(=O)([O-])[O-].[K+].[K+]>CC(C)=O>[Cl:20][C:21]1[CH:26]=[CH:25][CH:24]=[CH:23][C:22]=1[S:27][CH:3]([CH2:10][CH2:11][C:12]1[CH:17]=[CH:16][C:15]([O:18][CH3:19])=[CH:14][CH:13]=1)[CH2:4][N:5]1[CH:9]=[CH:8][N:7]=[CH:6]1 |f:0.1,3.4.5|. Procedure: A mixture of 1-[2-chloro-4-(4-methoxyphenyl)-n-butyl]imidazole hydrochloride (prepared from 2.00 g. of alcohol as in Preparation C), 2-chlorothiophenol (2.80 g) and anhydrous potassium carbonate (2.70 g) in acetone (50 ml) was heated under reflux with stirring overnight. After removal of the solvent under reduced pressure, ether (150 ml) was added and the extract washed with water (2×30 ml) and dried (MgSO4) and the solvent removed to afford 1-[2-(2-chlorophenylthio)-4-(4-methoxyphenyl)-n-butyl]...